From a dataset of the Open Reaction Database (ORD), a public repository of structured organic reaction records. describe an organic reaction: reactants, conditions, products, and yield The reactants are CC=1C=C2C(N(C(C2=CC1C)=O)C1=CC=C(C=C1)F)=O (5,6-dimethyl-2-(4-fluorophenyl)isoindolin-1,3-dione), O (water), [BH4-].[Na+] (sodium borohydride). The solvent is CO (methanol), O1CCCC1 (tetrahydrofuran). The product is CC=1C=C2C(N(C(C2=CC1C)=O)C1=CC=C(C=C1)F)O (5,6-dimethyl-2-(4-fluorophenyl)-3-hydroxyisoindolin-1-one). The yield is 94.6%. Reaction SMILES: [CH3:1][C:2]1[CH:3]=[C:4]2[C:8](=[CH:9][C:10]=1[CH3:11])[C:7](=[O:12])[N:6]([C:13]1[CH:18]=[CH:17][C:16]([F:19])=[CH:15][CH:14]=1)[C:5]2=[O:20].[BH4-].[Na+].O>CO.O1CCCC1>[CH3:11][C:10]1[CH:9]=[C:8]2[C:4](=[CH:3][C:2]=1[CH3:1])[C:5](=[O:20])[N:6]([C:13]1[CH:18]=[CH:17][C:16]([F:19])=[CH:15][CH:14]=1)[CH:7]2[OH:12] |f:1.2|. Procedure: The product of above-mentioned (1-a) (1.0 g, 3.7 mmol) was suspended in methanol (9 ml) and tetrahydrofuran (9 ml), and sodium borohydride (0.15 g, 3.9 mmol) was added by portions thereto with stirring under ice cooling, followed by stirring at the same temperature for 30 minutes. To the reaction solution was added water, and the precipitated crystals were collected by filtration, washed with water, followed by drying to give 0.95 g of 5,6-dimethyl-2-(4-fluorophenyl)-3-hydroxyisoindolin-1-one.